This data is from the Open Reaction Database (ORD), a public repository of structured organic reaction records. The task is: describe an organic reaction: reactants, conditions, products, and yield The reactants are [I-].C(#N)C[P+](C)(C)C ((cyanomethyl)trimethylphosphonium iodide), Cl.FC=1C=C(C(=O)NC)C=CC1N1CCNCC1 (3-fluoro-N-methyl-4-(piperazin-1-yl)benzamide hydrochloride), CCN(C(C)C)C(C)C (DIEA), OCC1=CC=2NC([C@H]3N(C2N=C1)CCCC3)=O ((S)-3-(hydroxymethyl)-7,8,9,10-tetrahydro-5H-dipyrido[1,2-a:3′,2′-e]pyrazin-6(6aH)-one). The solvent is C(CC)#N (propiononitrile), CS(=O)C (DMSO). Reaction conditions: temperature 90 celsius. Product: FC=1C=C(C(=O)NC)C=CC1N1CCN(CC1)CC1=CC=2NC([C@H]3N(C2N=C1)CCCC3)=O ((S)-3-fluoro-N-methyl-4-(4-((6-oxo-6,6a,7,8,9,10-hexahydro-5H-dipyrido[1,2-a:3′,2′-e]pyrazin-3-yl)methyl)piperazin-1-yl)benzamide). Yield: 33.2%. RXN SMILES: O[CH2:2][C:3]1[CH:12]=[N:11][C:10]2[N:9]3[CH2:13][CH2:14][CH2:15][CH2:16][C@H:8]3[C:7](=[O:17])[NH:6][C:5]=2[CH:4]=1.[I-].C(C[P+](C)(C)C)#N.Cl.[F:27][C:28]1[CH:29]=[C:30]([CH:35]=[CH:36][C:37]=1[N:38]1[CH2:43][CH2:42][NH:41][CH2:40][CH2:39]1)[C:31]([NH:33][CH3:34])=[O:32].CCN(C(C)C)C(C)C>C(#N)CC.CS(C)=O>[F:27][C:28]1[CH:29]=[C:30]([CH:35]=[CH:36][C:37]=1[N:38]1[CH2:39][CH2:40][N:41]([CH2:2][C:3]2[CH:12]=[N:11][C:10]3[N:9]4[CH2:13][CH2:14][CH2:15][CH2:16][C@H:8]4[C:7](=[O:17])[NH:6][C:5]=3[CH:4]=2)[CH2:42][CH2:43]1)[C:31]([NH:33][CH3:34])=[O:32] |f:1.2,3.4|. Procedure: To a suspension of (S)-3-(hydroxymethyl)-7,8,9,10-tetrahydro-5H-dipyrido[1,2-a:3′,2′-e]pyrazin-6(6aH)-one (129 mg, 0.553 mmol) in propiononitrile (1.2 mL) was added ((cyanomethyl)trimethylphosphonium iodide (161 mg, 0.664 mmol)) and 3-fluoro-N-methyl-4-(piperazin-1-yl)benzamide hydrochloride (151 mg, 0.553 mmol) and DIEA (290 μl, 1.659 mmol)). The vial was heated to 90° C. for 16 hours. The crude r×n was cooled to RT, DMSO (1 ml) was added, and purified via HPLC (55-90, basic). The fractions wer...